describe an organic reaction: reactants, conditions, products, and yield From a dataset of the Open Reaction Database (ORD), a public repository of structured organic reaction records. The yield is 67.9%. Solvent: ofN-methylpyrrolidone, O (water). Conditions: temperature 90 celsius, time 8 hour. Procedure details: To 2,6-difluoro-pyridine (20, 3.80 g, 33.0 mmol) in 20.0 mL ofN-methylpyrrolidone, 4-chloro-benzylamine (21, 5.6 mL, 46.0 mmol) and N,N-diisopropylethylamine (10.0 mL, 57.4 mmol) were added. The reaction was stirred at 90° C. overnight, then poured into water and extracted with ethyl acetate. The organic layer was dried over sodium sulfate, filtered and the filtrate concentrated under vacuum. The resulting material was purified by silica gel column chromatography, eluting with 25% ethyl acetate ... As a reaction SMILES: F[C:2]1[CH:7]=[CH:6][CH:5]=[C:4]([F:8])[N:3]=1.[Cl:9][C:10]1[CH:17]=[CH:16][C:13]([CH2:14][NH2:15])=[CH:12][CH:11]=1.C(N(CC)C(C)C)(C)C>O>[Cl:9][C:10]1[CH:17]=[CH:16][C:13]([CH2:14][NH:15][C:2]2[CH:7]=[CH:6][CH:5]=[C:4]([F:8])[N:3]=2)=[CH:12][CH:11]=1. The reactants are FC1=NC(=CC=C1)F (2,6-difluoro-pyridine), ClC1=CC=C(CN)C=C1 (4-chloro-benzylamine), C(C)(C)N(C(C)C)CC (N,N-diisopropylethylamine). The product is ClC1=CC=C(CNC2=NC(=CC=C2)F)C=C1 ((4-chloro-benzyl)-(6-fluoro-pyridin-2-yl)-amine).